This data is from the Open Reaction Database (ORD), a public repository of structured organic reaction records. The task is: describe an organic reaction: reactants, conditions, products, and yield The reactants are C(#N)C1=CC2=C(N(C=N2)C2=CC=CC=C2)C(=C1)I (5-cyano-7-iodo-1-phenylbenzimidazole), [N+](=O)([O-])C=1C=C(C=CC1)B(O)O (3-nitrophenylboronic acid), C([O-])([O-])=O.[K+].[K+] (potassium carbonate), C(C)(=O)NC=1C=C(C=CC1)C1=CC(=CC2=C1N(C=N2)C2=CC=CC=C2)C#N (7-(3-acetamidophenyl)-5-cyano-1-phenylbenzimidazole). Reagents/catalysts: C=1C=CC(=CC1)[P](C=2C=CC=CC2)(C=3C=CC=CC3)[Pd]([P](C=4C=CC=CC4)(C=5C=CC=CC5)C=6C=CC=CC6)([P](C=7C=CC=CC7)(C=8C=CC=CC8)C=9C=CC=CC9)[P](C=1C=CC=CC1)(C=1C=CC=CC1)C=1C=CC=CC1 (tetrakis(triphenylphosphine)palladium(0)). Run in C(C)O (ethanol), C1(=CC=CC=C1)C (toluene). The product is C(#N)C1=CC2=C(N(C=N2)C2=CC=CC=C2)C(=C1)C1=CC(=CC=C1)[N+](=O)[O-] (5-Cyano-7-(3-nitrophenyl)-1-phenylbenzimidazole). Yield: 7.6%. Reaction SMILES: [C:1]([C:3]1[CH:17]=[C:16](I)[C:6]2[N:7]([C:10]3[CH:15]=[CH:14][CH:13]=[CH:12][CH:11]=3)[CH:8]=[N:9][C:5]=2[CH:4]=1)#[N:2].[N+:19]([C:22]1[CH:23]=[C:24](B(O)O)[CH:25]=[CH:26][CH:27]=1)([O-:21])=[O:20].C(=O)([O-])[O-].[K+].[K+].C(NC1C=C(C2C3N(C4C=CC=CC=4)C=NC=3C=C(C#N)C=2)C=CC=1)(=O)C>C1C=CC([P]([Pd]([P](C2C=CC=CC=2)(C2C=CC=CC=2)C2C=CC=CC=2)([P](C2C=CC=CC=2)(C2C=CC=CC=2)C2C=CC=CC=2)[P](C2C=CC=CC=2)(C2C=CC=CC=2)C2C=CC=CC=2)(C2C=CC=CC=2)C2C=CC=CC=2)=CC=1.C(O)C.C1(C)C=CC=CC=1>[C:1]([C:3]1[CH:17]=[C:16]([C:26]2[CH:25]=[CH:24][CH:23]=[C:22]([N+:19]([O-:21])=[O:20])[CH:27]=2)[C:6]2[N:7]([C:10]3[CH:15]=[CH:14][CH:13]=[CH:12][CH:11]=3)[CH:8]=[N:9][C:5]=2[CH:4]=1)#[N:2] |f:2.3.4,^1:67,69,88,107|. Procedure: This was prepared from 5-cyano-7-iodo-1-phenylbenzimidazole (173 mg, 0.5 mmol), toluene (3.0 ml), tetrakis(triphenylphosphine)palladium(0) (58 mg, 0.05 mmol), 3-nitrophenylboronic acid (84 mg, 0.5 mmol), ethanol (3.0 ml) and potassium carbonate (138 mg, 1.0 mmol) in a similar manner to 7-(3-acetamidophenyl)-5-cyano-1-phenylbenzimidazole. Purification by a similar procedure afforded the title compound (13 mg, 8%) m/z, 341.0 (M+H)+. Product: ClC1=CC2=C(N(C(=N2)NC2CC2)[C@H]2C[C@H]([C@@H]([C@@H]2O)O)CO)C=C1Cl ((±)-(1R*,2S*,3S*,5S*)-5-[5,6-Dichloro-2-(cyclopropylamino)-1H-benzimidazol-1-yl)-3-(hydroxymethyl)-1,2-cyclopentanediol). Solvent: C(C)O (ethanol). Reactants: C(C)(=O)O[C@H]1[C@H]([C@@H](C[C@@H]1N1C(=NC2=C1C=C(C(=C2)Cl)Cl)Br)COC(C)=O)OC(C)=O ((±)(1R*,2S*,3S*,5S*)-3-(Acetoxymethyl)-5-(2-bromo-5,6-dichloro-1H-benzimidazol-1-yl)-1,2-cyclopentanediyl diacetate), C1(CC1)N (cyclopropylamine), C1(CC1)N (cyclopropylamine), CO (methanol), N (ammonia). Reaction conditions: time 18 hour. Reaction SMILES: C([O:4][C@@H:5]1[C@@H:9]([N:10]2[C:14]3[CH:15]=[C:16]([Cl:20])[C:17]([Cl:19])=[CH:18][C:13]=3[N:12]=[C:11]2Br)[CH2:8][C@@H:7]([CH2:22][O:23]C(=O)C)[C@@H:6]1[O:27]C(=O)C)(=O)C.[CH:31]1([NH2:34])[CH2:33][CH2:32]1.CO.N>C(O)C>[Cl:19][C:17]1[C:16]([Cl:20])=[CH:15][C:14]2[N:10]([C@@H:9]3[C@@H:5]([OH:4])[C@@H:6]([OH:27])[C@H:7]([CH2:22][OH:23])[CH2:8]3)[C:11]([NH:34][CH:31]3[CH2:33][CH2:32]3)=[N:12][C:13]=2[CH:18]=1. Procedure details: (±)(1R*,2S*,3S*,5S*)-3-(Acetoxymethyl)-5-(2-bromo-5,6-dichloro-1H-benzimidazol-1-yl)-1,2-cyclopentanediyl diacetate (500 mg, 0.958 mmol) was dissolved in absolute ethanol (5 mL) and cyclopropylamine (0.66 mL, 9.6 mmol) was added. The solution was refluxed under nitrogen for two hours. Additional cyclopropylamine (0.66 mL) was added and reflux continued for an additional 18 hours. The solution was cooled and methanol saturated with ammonia at 0° C. (5 mL) was added. After two days at ambient temp... RXN SMILES: Cl.[NH2:2][CH:3]([C:5]1[N:6]=[C:7]2[S:22][CH:21]=[C:20]([CH3:23])[N:8]2[C:9](=[O:19])[C:10]=1[C:11]1[CH:16]=[C:15]([F:17])[CH:14]=[C:13]([F:18])[CH:12]=1)[CH3:4].[F:24][C:25]1[N:33]=[C:32]2[C:28]([NH:29][CH:30]=[N:31]2)=[C:27](Cl)[N:26]=1.C(N(CC)C(C)C)(C)C>C(O)(C)C>[F:18][C:13]1[CH:12]=[C:11]([C:10]2[C:9](=[O:19])[N:8]3[C:20]([CH3:23])=[CH:21][S:22][C:7]3=[N:6][C:5]=2[CH:3]([NH:2][C:27]2[N:26]=[C:25]([F:24])[N:33]=[C:32]3[C:28]=2[N:29]=[CH:30][NH:31]3)[CH3:4])[CH:16]=[C:15]([F:17])[CH:14]=1 |f:0.1|. The product is FC=1C=C(C=C(C1)F)C1=C(N=C2N(C1=O)C(=CS2)C)C(C)NC2=C1N=CNC1=NC(=N2)F (6-(3,5-difluorophenyl)-7-{1-[(2-fluoro-9H-purin-6-yl)amino]ethyl}-3-methyl-5H-[1,3]thiazolo[3,2-a]pyrimidin-5-one). Reaction conditions: temperature 100 celsius. The solvent is C(C)(C)O (isopropyl alcohol). Reported procedure: A mixture of 7-(1-aminoethyl)-6-(3,5-difluorophenyl)-3-methyl-5H-[1,3]thiazolo[3,2-a]pyrimidin-5-one hydrochloride (0.030 g, 0.084 mmol), 2-fluoro-6-chloropurine (0.015 g, 0.084 mmol), and N,N-diisopropylethylamine (0.044 mL, 0.25 mmol) in isopropyl alcohol (0.2 mL) was heated at 100° C. for three days, in a sealed tube. The resultant mixture was purified on RP-HPLC (XBridge C18 Column, eluting with a gradient of acetonitrile/water containing 0.15% NH4OH) to give the desired product. LCMS calcul... Reactants: Cl.NC(C)C=1N=C2N(C(C1C1=CC(=CC(=C1)F)F)=O)C(=CS2)C (7-(1-aminoethyl)-6-(3,5-difluorophenyl)-3-methyl-5H-[1,3]thiazolo[3,2-a]pyrimidin-5-one hydrochloride), FC1=NC(=C2NC=NC2=N1)Cl (2-fluoro-6-chloropurine), C(C)(C)N(C(C)C)CC (N,N-diisopropylethylamine).